This data is from the Open Reaction Database (ORD), a public repository of structured organic reaction records. The task is: describe an organic reaction: reactants, conditions, products, and yield The reactants are CC(C)(C)OC(=O)N1S(=O)OCC1(C)c1cccc(Br)c1, CC#N, O. Yields the product CC(C)(C)OC(=O)N1C(C)(c2cccc(Br)c2)COS1(=O)=O. Reaction SMILES: [C:1]([CH3:2])([CH3:3])([CH3:4])[O:5][C:6](=[O:7])[N:8]1[S:9](=[O:21])[O:10][CH2:11][C:12]1([CH3:13])[c:14]1[cH:15][c:16]([Br:20])[cH:17][cH:18][cH:19]1.[CH3:23][C:24]#[N:25].[OH2:22]>>[C:1]([CH3:2])([CH3:3])([CH3:4])[O:5][C:6](=[O:7])[N:8]1[S:9](=[O:21])(=[O:22])[O:10][CH2:11][C:12]1([CH3:13])[c:14]1[cH:15][c:16]([Br:20])[cH:17][cH:18][cH:19]1.